describe an organic reaction: reactants, conditions, products, and yield From a dataset of the Open Reaction Database (ORD), a public repository of structured organic reaction records. The reactants are ice, CN1CCC(CC1)N1C=C(C2=CC=CC=C12)C=1C(NC(C1C1=CN(C2=CC=CC=C12)C)=O)=O (3-[1-(1-methyl-piperidin-4-yl)-1H-indol-3-yl]-4-(1-methyl-1H-indol-3-yl)-pyrrole-2,5-dione), Cl (hydrogen chloride). Solvent: CO (methanol), C(C)(=O)OCC (ethyl acetate). Run at time 30 minute. Yields the product Cl.CN1CCC(CC1)N1C=C(C2=CC=CC=C12)C=1C(NC(C1C1=CN(C2=CC=CC=C12)C)=O)=O (3-[1-(1-Methyl-piperidin-4-yl)-indol-3-yl]-4-(1-methyl-indol-3-yl)-1H-pyrrole-2,5-dione hydrochloride). RXN SMILES: [CH3:1][N:2]1[CH2:7][CH2:6][CH:5]([N:8]2[C:16]3[C:11](=[CH:12][CH:13]=[CH:14][CH:15]=3)[C:10]([C:17]3[C:18](=[O:33])[NH:19][C:20](=[O:32])[C:21]=3[C:22]3[C:30]4[C:25](=[CH:26][CH:27]=[CH:28][CH:29]=4)[N:24]([CH3:31])[CH:23]=3)=[CH:9]2)[CH2:4][CH2:3]1.[ClH:34]>C(OCC)(=O)C.CO>[ClH:34].[CH3:1][N:2]1[CH2:3][CH2:4][CH:5]([N:8]2[C:16]3[C:11](=[CH:12][CH:13]=[CH:14][CH:15]=3)[C:10]([C:17]3[C:18](=[O:33])[NH:19][C:20](=[O:32])[C:21]=3[C:22]3[C:30]4[C:25](=[CH:26][CH:27]=[CH:28][CH:29]=4)[N:24]([CH3:31])[CH:23]=3)=[CH:9]2)[CH2:6][CH2:7]1 |f:4.5|. Procedure: An ice cooled solution of 3-[1-(1-methyl-piperidin-4-yl)-1H-indol-3-yl]-4-(1-methyl-1H-indol-3-yl)-pyrrole-2,5-dione (70 g, 0.16 mol) in ethyl acetate (4 L) was saturated with gaseous hydrogen chloride for 3 hours. The precipitate formed was isolated by suction filtration, suspended in methanol (3 L) and stirred for 30 minutes. The mixture turned into a homogenous slurry, which was concentrated and treated with ether (500 mL). The title compound crystallized and was collected by suction filtrati... Starting materials: FC(S(=O)(=O)OC1=CC=C2OC=3C=CC(=CC3[C@]3(C2=C1)N=C(OC3)N)C=3CCOCC3)(F)F ((R)-2-amino-2′-(3,6-dihydro-2H-pyran-4-yl)-5H-spiro[oxazole-4,9′-xanthene]-7′-yl trifluoromethanesulfonate), FC1=NC=CC=C1B(O)O (2-fluoropyridin-3-ylboronic acid), C([O-])([O-])=O.[Na+].[Na+] (sodium carbonate), CN(C)C=O (DMF). Reagents/catalysts: C=1C=CC(=CC1)[P](C=2C=CC=CC2)(C=3C=CC=CC3)[Pd]([P](C=4C=CC=CC4)(C=5C=CC=CC5)C=6C=CC=CC6)([P](C=7C=CC=CC7)(C=8C=CC=CC8)C=9C=CC=CC9)[P](C=1C=CC=CC1)(C=1C=CC=CC1)C=1C=CC=CC1 (tetrakis(triphenylphosphine)palladium). Solvent: O (water), CCOC(=O)C (EtOAc). Conditions: temperature 85 celsius. Product: FC(C(=O)O)(F)F.O1CCC(=CC1)C1=CC=2[C@]3(C4=CC(=CC=C4OC2C=C1)C=1C(=NC=CC1)F)N=C(OC3)N ((R)-2′-(3,6-dihydro-2H-pyran-4-yl)-7′-(2-fluoropyridin-3-yl)-5H-spiro[oxazole-4,9′-xanthen]-2-amine 2,2,2-trifluoroacetate). As a reaction SMILES: [F:1][C:2]([F:33])([F:32])S(O[C:7]1[CH:20]=[C:19]2[C:10]([O:11][C:12]3[CH:13]=[CH:14][C:15]([C:26]4[CH2:27][CH2:28][O:29][CH2:30][CH:31]=4)=[CH:16][C:17]=3[C@@:18]32[CH2:24][O:23][C:22]([NH2:25])=[N:21]3)=[CH:9][CH:8]=1)(=O)=O.[F:34][C:35]1[C:40](B(O)O)=[CH:39][CH:38]=[CH:37][N:36]=1.CN(C=O)C.[C:49](=O)([O-:51])[O-:50].[Na+].[Na+]>O.CCOC(C)=O.C1C=CC([P]([Pd]([P](C2C=CC=CC=2)(C2C=CC=CC=2)C2C=CC=CC=2)([P](C2C=CC=CC=2)(C2C=CC=CC=2)C2C=CC=CC=2)[P](C2C=CC=CC=2)(C2C=CC=CC=2)C2C=CC=CC=2)(C2C=CC=CC=2)C2C=CC=CC=2)=CC=1>[F:33][C:2]([F:1])([F:32])[C:49]([OH:51])=[O:50].[O:29]1[CH2:30][CH:31]=[C:26]([C:15]2[CH:14]=[CH:13][C:12]3[O:11][C:10]4[C:19](=[CH:20][C:7]([C:40]5[C:35]([F:34])=[N:36][CH:37]=[CH:38][CH:39]=5)=[CH:8][CH:9]=4)[C@@:18]4([CH2:24][O:23][C:22]([NH2:25])=[N:21]4)[C:17]=3[CH:16]=2)[CH2:27][CH2:28]1 |f:3.4.5,9.10,^1:65,67,86,105|. Reported procedure: A resealable vial was charged with (R)-2-amino-2′-(3,6-dihydro-2H-pyran-4-yl)-5H-spiro[oxazole-4,9′-xanthene]-7′-yl trifluoromethanesulfonate (100 mg, 0.207 mmol; prepared by method AA1 as described in Example 2), tetrakis(triphenylphosphine)palladium (23.95 mg, 0.021 mmol) and 2-fluoropyridin-3-ylboronic acid (0.332 mmol). DMF (1036 μL) was added followed by 2 M aqueous sodium carbonate (311 μL, 0.622 mmol) and the vial was sealed and heated at 85° C. for 1 hr. The mixture was cooled to the RT,... The reactants are [N+](=O)([O-])C1=CC=C(C(=O)NCCC2=C(C=CC=C2)COC(C2=CC=C(C=C2)[N+](=O)[O-])=O)C=C1 (1-(4-Nitrobenzoyl)amino-2-[2-(4-nitrobenzoyloxymethyl)phenyl]ethane), CO (methanol), [OH-].[Na+] (sodium hydroxide). The solvent is O (water). Product: [N+](=O)([O-])C1=CC=C(C(=O)NCCC2=C(C=CC=C2)CO)C=C1 (1-(4-nitrobenzoyl)amino-2-(2-hydroxymethylphenyl)ethane). The yield is 92.3%. As a reaction SMILES: [N+:1]([C:4]1[CH:33]=[CH:32][C:7]([C:8]([NH:10][CH2:11][CH2:12][C:13]2[CH:18]=[CH:17][CH:16]=[CH:15][C:14]=2[CH2:19][O:20]C(=O)C2C=CC([N+]([O-])=O)=CC=2)=[O:9])=[CH:6][CH:5]=1)([O-:3])=[O:2].CO.[OH-].[Na+]>O>[N+:1]([C:4]1[CH:33]=[CH:32][C:7]([C:8]([NH:10][CH2:11][CH2:12][C:13]2[CH:18]=[CH:17][CH:16]=[CH:15][C:14]=2[CH2:19][OH:20])=[O:9])=[CH:6][CH:5]=1)([O-:3])=[O:2] |f:2.3|. Procedure: 1-(4-Nitrobenzoyl)amino-2-[2-(4-nitrobenzoyloxymethyl)phenyl]ethane (24 g) was added to a solution of 300 ml of methanol, 2.6 g of sodium hydroxide and 100 ml of water. The mixture was refluxed for 1 hour. After the reaction, the solvent was distilled off, and water was added. The crystals that precipitated were collected by filtration, washed with water, and recrystallized from ethanol-n-hexane to afford 14.8 g of 1-(4-nitrobenzoyl)amino-2-(2-hydroxymethylphenyl)ethane having a melting point of... The reactants are CC(C)(C)OC(=O)c1ccc(C=O)cc1, CCOC(=O)CP(=O)(OCC)OCC, ClCCl, [Na+], [OH-]. Product: CCOC(=O)C=Cc1ccc(C(=O)OC(C)(C)C)cc1. Reaction SMILES: [C:1]([CH3:2])([CH3:3])([CH3:4])[O:5][C:6]([c:7]1[cH:8][cH:9][c:10]([CH:13]=[O:14])[cH:11][cH:12]1)=[O:15].[CH3:18][CH2:19][O:20][C:21](=[O:22])[CH2:23][P:24]([O:25][CH2:26][CH3:27])([O:28][CH2:29][CH3:30])=[O:31].[Cl:32][CH2:33][Cl:34].[Na+:17].[OH-:16]>>[C:1]([CH3:2])([CH3:3])([CH3:4])[O:5][C:6]([c:7]1[cH:8][cH:9][c:10]([CH:13]=[CH:23][C:21]([O:20][CH2:19][CH3:18])=[O:22])[cH:11][cH:12]1)=[O:15].